Task: describe an organic reaction: reactants, conditions, products, and yield. Dataset: the Open Reaction Database (ORD), a public repository of structured organic reaction records The reactants are C, FC(F)(F)c1ccc(NN2CCN(Cc3ccccc3)CC2)cc1, CCO, [H][H], [Pd]. Yields the product FC(F)(F)c1ccc(NN2CCNCC2)cc1. RXN SMILES: [C:27].[CH2:1]([c:2]1[cH:3][cH:4][cH:5][cH:6][cH:7]1)[N:8]1[CH2:9][CH2:10][N:11]([NH:14][c:15]2[cH:16][cH:17][c:18]([C:21]([F:22])([F:23])[F:24])[cH:19][cH:20]2)[CH2:12][CH2:13]1.[CH3:29][CH2:30][OH:31].[H:25][H:26].[Pd:28]>>[NH:8]1[CH2:9][CH2:10][N:11]([NH:14][c:15]2[cH:16][cH:17][c:18]([C:21]([F:22])([F:23])[F:24])[cH:19][cH:20]2)[CH2:12][CH2:13]1. The reactants are COC1=C(C=C(C(=C1)[N+](=O)[O-])OC)OC (1,2,4-Trimethoxy-5-nitro-benzene), O.O.[Sn](Cl)(Cl)(Cl)Cl (tin chloride dihydrate), C([O-])(O)=O.[Na+] (sodium bicarbonate). Solvent: hexanes, C(C)(=O)OCC (ethyl acetate). The product is COC1=C(C=C(C(=C1)OC)OC)N (2,4,5-trimethoxy-phenylamine). The yield is 54.3%. As a reaction SMILES: [CH3:1][O:2][C:3]1[CH:8]=[C:7]([N+:9]([O-])=O)[C:6]([O:12][CH3:13])=[CH:5][C:4]=1[O:14][CH3:15].O.O.[Sn](Cl)(Cl)(Cl)Cl.C(=O)(O)[O-].[Na+]>C(OCC)(=O)C>[CH3:13][O:12][C:6]1[CH:5]=[C:4]([O:14][CH3:15])[C:3]([O:2][CH3:1])=[CH:8][C:7]=1[NH2:9] |f:1.2.3,4.5|. Procedure: 1,2,4-Trimethoxy-5-nitro-benzene (1.20 g, 5.63 mmol) and tin chloride dihydrate (3.81 g, 16.9 mmol) in ethyl acetate (50 mL) was stirred at 65-70° C. for 20 h. The reaction was cooled, carefully neutralized with sodium bicarbonate and was filtered through Celite. The organic phase was washed with brine, dried (sodium sulfate) and was evaporated. Purification by flash chromatography (SiO2) eluted with 3:7 ethyl acetate:hexanes provided 2,4,5-trimethoxy-phenylamine (0.56 g, 54% yield) as a tan sol... Starting materials: BrC=1C=CC(=C(C(=O)O)C1)Cl (5-bromo-2-chlorobenzoic acid), CO (MeOH), S(O)(O)(=O)=O (sulfuric acid). Run at temperature 64 celsius. The product is COC(C1=C(C=CC(=C1)Br)Cl)=O (5-bromo-2-chloro-benzoic acid methyl ester). As a reaction SMILES: [Br:1][C:2]1[CH:3]=[CH:4][C:5]([Cl:11])=[C:6]([CH:10]=1)[C:7]([OH:9])=[O:8].S(=O)(=O)(O)O.[CH3:17]O>>[CH3:17][O:8][C:7](=[O:9])[C:6]1[CH:10]=[C:2]([Br:1])[CH:3]=[CH:4][C:5]=1[Cl:11]. Reported procedure: To a suspension of 5-bromo-2-chlorobenzoic acid (5 g) in MeOH (200 mL) is added concentrated sulfuric acid (2 mL) and the mixture is heated at 64° C. for 16 h. The solution is evaporated in vacuo. The residue is taken up in EtOAc and washed with 10% sodium bicarbonate, brine and dried over sodium sulfate. The solution is filtered and evaporated in vacuo to afford 5-bromo-2-chloro-benzoic acid methyl ester (5.1 g). 1H NMR (300 MHz, CDCl3) □7.3-7.5 (m, 2H); 6.9 (m, 1H); 3.9 (s, 3H). Reactants: C(C1=CC=CC=C1)OCC(CCN1C2=NC(=NC(=C2N=C1)Cl)N)COCC1=CC=CC=C1 (4-(2-amino-6-chloropurin-9-yl)-2-benzyloxymethylbutyl benzyl ether), 1h, C(=O)O (formic acid). The reagents and catalysts are [Pd] (palladium). Conditions: time 45 minute. The product is OCC(CCN1C=2N=C(NC(C2N=C1)=O)N)CO (9-[4-hydroxy-3-(hydroxymethyl)butyl]guanine). The yield is 45.0%. RXN SMILES: C([O:8][CH2:9][CH:10]([CH2:24][O:25]CC1C=CC=CC=1)[CH2:11][CH2:12][N:13]1[CH:21]=[N:20][C:19]2[C:14]1=[N:15][C:16]([NH2:23])=[N:17][C:18]=2Cl)C1C=CC=CC=1.C(O)=[O:34]>[Pd]>[OH:8][CH2:9][CH:10]([CH2:24][OH:25])[CH2:11][CH2:12][N:13]1[CH:21]=[N:20][C:19]2[C:18](=[O:34])[NH:17][C:16]([NH2:23])=[N:15][C:14]1=2. Procedure details: A solution of 4-(2-amino-6-chloropurin-9-yl)-2-benzyloxymethylbutyl benzyl ether (0.904 g, 2 mmol) in 25 ml of 80% aqueous formic acid was kept at 100° C. for 1h, palladium catalyst (10% on carbon, 0.40 g) was added, and the mixture was hydrogenated at room temperature and atmospheric pressure with efficient stirring for 45 min. After evaporation in vacuum to dryness the residue was heated to boiling with 50 ml of water, 1 ml of concentrated aqueous ammonia was added, the solution was boiled gen... The reactants are ClCCCBr, O=C([O-])[O-], C1COCCN1, [K+], [K+], CN(C)C=O, O. Product: ClCCCN1CCOCC1. As a reaction SMILES: [Br:1][CH2:2][CH2:3][CH2:4][Cl:5].[C:6](=[O:7])([O-:8])[O-:9].[CH2:12]1[CH2:13][O:14][CH2:15][CH2:16][NH:17]1.[K+:10].[K+:11].[O:18]=[CH:19][N:20]([CH3:21])[CH3:22].[OH2:23]>>[CH2:2]([CH2:3][CH2:4][Cl:5])[N:17]1[CH2:12][CH2:13][O:14][CH2:15][CH2:16]1.